From a dataset of the Open Reaction Database (ORD), a public repository of structured organic reaction records. describe an organic reaction: reactants, conditions, products, and yield The reactants are S(=O)(=O)(OC[C@@H]1NC([C@@H]1NC(C(C1=CC=CC=C1)NC(=O)OC(C)(C)C)=O)=O)C1=CC=C(C)C=C1 (cis-3-[α-(t-Butyloxycarbonylamino)-α-phenylacetamido]-4-oxo-2-azetidinylmethyl tosylate), [I-].[Na+] (sodium iodide). Run in CC(=O)C (acetone). Product: C(C)(C)(C)OC(=O)NC(C(=O)N[C@@H]1[C@@H](NC1=O)CI)C1=CC=CC=C1 (cis-3-[α-(t-Butyloxycarbonylamino)-α-phenylacetamido]-4-oxo-2-azetidinylmethyl iodide). Isolated yield 81.0%. Reaction SMILES: S(C1C=CC(C)=CC=1)(O[CH2:5][C@H:6]1[C@@H:9]([NH:10][C:11](=[O:27])[CH:12]([NH:19][C:20]([O:22][C:23]([CH3:26])([CH3:25])[CH3:24])=[O:21])[C:13]2[CH:18]=[CH:17][CH:16]=[CH:15][CH:14]=2)[C:8](=[O:28])[NH:7]1)(=O)=O.[I-:36].[Na+]>CC(C)=O>[C:23]([O:22][C:20]([NH:19][CH:12]([C:13]1[CH:18]=[CH:17][CH:16]=[CH:15][CH:14]=1)[C:11]([NH:10][C@H:9]1[C:8](=[O:28])[NH:7][C@H:6]1[CH2:5][I:36])=[O:27])=[O:21])([CH3:26])([CH3:25])[CH3:24] |f:1.2|. Procedure: A mixture of 2 g (3.98 mmol) of product from Example 20, 6 g (40 mmol) of sodium iodide and 150 ml of acetone is thoroughly degassed with argon and then heated at 55°-60° for seven hours. The mixture is cooled to room temperature and the acetone is evaporated. The residue is partitioned between ethyl acetate and water. The organic phase is separated and washed with aqueous sodium thiosulfate and saline. The dried solution is evaporated to give 1.48 g (81%) of the title product. Reactants: ClC1=C(C=O)C=C(C=C1)[N+](=O)[O-] (2-chloro-5-nitrobenzaldehyde), [OH-].[Na+] (Sodium hydroxide), Cl (hydrochloric acid), C(CS)(=O)OC (Methyl thioglycolate), C[O-].[Na+] (sodium methoxide). Solvent: CO (methanol), O (water), CO (methanol), CO (methanol). Reaction conditions: temperature 50 celsius, time 30 minute. Yields the product [N+](=O)([O-])C1=CC2=C(SC=C2)C=C1 (5-nitrobenzo[b]thiophene). Isolated yield 81.0%. Reaction SMILES: C(OC)(=O)[CH2:2][SH:3].C[O-].[Na+].Cl[C:11]1[CH:18]=[CH:17][C:16]([N+:19]([O-:21])=[O:20])=[CH:15][C:12]=1[CH:13]=O.[OH-].[Na+].Cl>CO.O>[N+:19]([C:16]1[CH:17]=[CH:18][C:11]2[S:3][CH:2]=[CH:13][C:12]=2[CH:15]=1)([O-:21])=[O:20] |f:1.2,4.5|. Procedure details: Methyl thioglycolate (14.3 g, 135 mmol) in methanol (250 mL) at 40° C. is treated dropwise with 25% sodium methoxide in methanol (37 mL, 160 mmol) and the resulting mixture mechanically stirred at 50° C. for 30 min. 2-chloro-5-nitrobenzaldehyde in methanol (250 mL) is added in a steady stream to give a heavy precipitate which is heated at 50° C. for 1 h. Sodium hydroxide (50% aqueous, 15 mL) is added and heating continued for 2 h, then cooled to ice bath temperature and acidified with concentrat... Reaction SMILES: [CH2:1]([N:8]1[CH2:12][CH2:11][CH2:10][CH:9]1[CH2:13]O)[C:2]1[CH:7]=[CH:6][CH:5]=[CH:4][CH:3]=1.S(Cl)([Cl:17])=O>C(Cl)(Cl)Cl>[CH2:1]([N:8]1[CH2:12][CH2:11][CH2:10][CH:9]1[CH2:13][Cl:17])[C:2]1[CH:7]=[CH:6][CH:5]=[CH:4][CH:3]=1. The reactants are C(C1=CC=CC=C1)N1C(CCC1)CO ((1-benzylpyrrolidin-2-yl)methanol), S(=O)(Cl)Cl (thionyl chloride). Yields the product C(C1=CC=CC=C1)N1C(CCC1)CCl (1-benzyl-2-(chloromethyl)pyrrolidine). Solvent: C(Cl)(Cl)Cl (chloroform), C(Cl)(Cl)Cl (chloroform). Reported procedure: Into a 5,000 ml 3-necked roundbottom flask, was placed a solution of (1-benzylpyrrolidin-2-yl)methanol (250. g, 1.30 mol) in chloroform (2,500 ml). This was followed by the dropwise addition of a solution of thionyl chloride (232. g, 1.95 mol) in chloroform (500 ml), while maintaining the internal temperature at room temperature (60 minute addition time). The resulting solution was heated to reflux for 2 hours. After cooling to ambient temperature, the mixture was concentrated, and the resulting... Starting materials: FC(CNC1=C(C(=O)C2=CC=CC=C2)C=C(C=C1)Cl)(F)F (2-(2,2,2-trifluoroethylamino)-5-chlorobenzophenone), C(N)(OCC)=O (ethyl carbamate). Reagents/catalysts: [Cl-].[Zn+2].[Cl-] (zinc chloride). Solvent: C(Cl)(Cl)Cl (chloroform). Reaction conditions: temperature 190 celsius. Product: FC(CN1C(N=C(C2=CC(=CC=C12)Cl)C1=CC=CC=C1)=O)(F)F (1-(2,2,2-trifluoroethyl)-4-phenyl-6-chloro-2(1H)-quinazolinone). The yield is 73.1%. Reaction SMILES: [F:1][C:2]([F:21])([F:20])[CH2:3][NH:4][C:5]1[CH:18]=[CH:17][C:16]([Cl:19])=[CH:15][C:6]=1[C:7]([C:9]1[CH:14]=[CH:13][CH:12]=[CH:11][CH:10]=1)=O.[C:22](=O)([O:24]CC)[NH2:23]>C(Cl)(Cl)Cl.[Cl-].[Zn+2].[Cl-]>[F:1][C:2]([F:21])([F:20])[CH2:3][N:4]1[C:5]2[C:6](=[CH:15][C:16]([Cl:19])=[CH:17][CH:18]=2)[C:7]([C:9]2[CH:14]=[CH:13][CH:12]=[CH:11][CH:10]=2)=[N:23][C:22]1=[O:24] |f:3.4.5|. Procedure details: A mixture of 62.7 g of 2-(2,2,2-trifluoroethylamino)-5-chlorobenzophenone, 107 g of ethyl carbamate and 10 g of zinc chloride was heated at 190° C. (oil bath temperature) for 3 hours. After cooling, the reaction mixture was dissolved in chloroform and the insoluble material was filtered off. The chloroform solution was washed successively with dilute hydrochloric acid and water, and dried over anhydrous sodium sulfate. Then the solvent was removed under reduced pressure and the residual solid wa... Run in C(C)#N (acetonitrile). RXN SMILES: Cl[C:2]([N:4]1[C:10]2[CH:11]=[CH:12][CH:13]=[CH:14][C:9]=2[NH:8][C:7](=[O:15])[C:6]2=[CH:16][S:17][C:18]([CH3:19])=[C:5]12)=[O:3].[CH2:20]([N:22]([CH2:25][CH:26]1[CH2:31][CH2:30][CH2:29][CH2:28][N:27]1[CH2:32][CH2:33][NH2:34])[CH2:23][CH3:24])[CH3:21].Cl>C(#N)C>[CH2:20]([N:22]([CH2:25][CH:26]1[CH2:31][CH2:30][CH2:29][CH2:28][N:27]1[CH2:32][CH2:33][NH:34][C:2]([N:4]1[C:10]2[CH:11]=[CH:12][CH:13]=[CH:14][C:9]=2[NH:8][C:7](=[O:15])[C:6]2=[CH:16][S:17][C:18]([CH3:19])=[C:5]12)=[O:3])[CH2:23][CH3:24])[CH3:21]. Isolated yield 53.0%. Starting materials: ClC(=O)N1C=2C(C(NC3=C1C=CC=C3)=O)=CSC2C (4-(chlorocarbonyl)-4,9-dihydro-3-methyl-10H-thieno[3,4-b][1,5]benzodiazepin-10-one), C(C)N(CC)CC1N(CCCC1)CCN ((-)-2-[2-[(diethylamino)methyl]-piperidin-l-yl]ethanamine), Cl (hydrochloric acid). The product is C(C)N(CC)CC1N(CCCC1)CCNC(=O)N1C=2C(C(NC3=C1C=CC=C3)=O)=CSC2C ((-)-4-[[[2-[2-[(Diethylamino)methyl]-piperidin-l-yl]ethyl]amino]carbonyl]-4,9-dihydro-3-methyl-10H-thieno[3,4-b][1,5]benzodiazepin-10-one). Procedure: Prepared analogously to Example 1 from 4-(chlorocarbonyl)-4,9-dihydro-3-methyl-10H-thieno[3,4-b][1,5]benzodiazepin-10-one and (-)-2-[2-[(diethylamino)methyl]-piperidin-l-yl]ethanamine in a yield of 53% of theory. Colourless crystals, m.p. 132°-133° C. (acetonitrile); [α]D20 =-14.00° (dilute aqueous hydrochloric acid). Reactants: O (Water), C([O-])([O-])=O.[K+].[K+] (potassium carbonate), NC1=NC=C(C=C1C1=CC=C(C=C1)NC(=O)C1=CN(C=C(C1=O)C1=CC=C(C=C1)F)CCF)Br (N-[4-(2-Amino-5-bromopyridin-3-yl)phenyl]-1-(2-fluoroethyl)-5-(4-fluorophenyl)-4-oxo-1,4-dihydropyridine-3-carboxamide), CC1=NC=CC(=C1)B1OC(C(O1)(C)C)(C)C (2-methyl-4-(4,4,5,5-tetramethyl-1,3,2-dioxaborolan-2-yl)pyridine). Reagents/catalysts: C=1C=CC(=CC1)[P](C=2C=CC=CC2)(C=3C=CC=CC3)[Pd]([P](C=4C=CC=CC4)(C=5C=CC=CC5)C=6C=CC=CC6)([P](C=7C=CC=CC7)(C=8C=CC=CC8)C=9C=CC=CC9)[P](C=1C=CC=CC1)(C=1C=CC=CC1)C=1C=CC=CC1 (tetrakis(triphenylphosphine)palladium). Run in O1CCOCC1 (1,4-dioxane), C(Cl)(Cl)Cl (chloroform). Reaction conditions: temperature 100 celsius, time 6 hour. Product: NC1=C(C=C(C=N1)C1=CC(=NC=C1)C)C1=CC=C(C=C1)NC(=O)C1=CN(C=C(C1=O)C1=CC=C(C=C1)F)CCF (N-[4-(6-Amino-2′-methyl-3,4′-bipyridin-5-yl)phenyl]-1-(2-fluoroethyl)-5-(4-fluorophenyl)-4-oxo-1,4-dihydropyridine-3-carboxamide). Yield: 38.5%. Reaction SMILES: O.C(=O)([O-])[O-].[K+].[K+].[NH2:8][C:9]1[C:14]([C:15]2[CH:20]=[CH:19][C:18]([NH:21][C:22]([C:24]3[C:29](=[O:30])[C:28]([C:31]4[CH:36]=[CH:35][C:34]([F:37])=[CH:33][CH:32]=4)=[CH:27][N:26]([CH2:38][CH2:39][F:40])[CH:25]=3)=[O:23])=[CH:17][CH:16]=2)=[CH:13][C:12](Br)=[CH:11][N:10]=1.[CH3:42][C:43]1[CH:48]=[C:47](B2OC(C)(C)C(C)(C)O2)[CH:46]=[CH:45][N:44]=1>O1CCOCC1.C(Cl)(Cl)Cl.C1C=CC([P]([Pd]([P](C2C=CC=CC=2)(C2C=CC=CC=2)C2C=CC=CC=2)([P](C2C=CC=CC=2)(C2C=CC=CC=2)C2C=CC=CC=2)[P](C2C=CC=CC=2)(C2C=CC=CC=2)C2C=CC=CC=2)(C2C=CC=CC=2)C2C=CC=CC=2)=CC=1>[NH2:8][C:9]1[N:10]=[CH:11][C:12]([C:47]2[CH:46]=[CH:45][N:44]=[C:43]([CH3:42])[CH:48]=2)=[CH:13][C:14]=1[C:15]1[CH:20]=[CH:19][C:18]([NH:21][C:22]([C:24]2[C:29](=[O:30])[C:28]([C:31]3[CH:36]=[CH:35][C:34]([F:37])=[CH:33][CH:32]=3)=[CH:27][N:26]([CH2:38][CH2:39][F:40])[CH:25]=2)=[O:23])=[CH:17][CH:16]=1 |f:1.2.3,^1:71,73,92,111|. Procedure: Water (0.1 ml), potassium carbonate (48 mg) and tetrakis(triphenylphosphine)palladium (13 mg) were added to a solution of the compound obtained in Step 1 of Example 43 (61 mg) and 2-methyl-4-(4,4,5,5-tetramethyl-1,3,2-dioxaborolan-2-yl)pyridine (28 mg) in 1,4-dioxane (1.2 ml), and the mixture was stirred at 100° C. for six hours. After leaving to cool, the reaction solution was diluted with chloroform. The organic layer was washed with water and then dried over sodium sulfate. The solvent was di... The reactants are C1CO1 (Ethylene oxide), NC1=C(C=C(C(=C1)F)N)[N+](=O)[O-] (1,4-diamino-5-fluoro-2-nitrobenzene), O (water). Solvent: COCCOC (monoethylene glycol dimethyl ether). The product is NC1=C(C=C(C(=C1)F)NCCO)[N+](=O)[O-] (1-amino-5-fluoro-4-(2-hydroxyethylamino)-2-nitrobenzene). Reaction SMILES: [CH2:1]1[O:3][CH2:2]1.[NH2:4][C:5]1[CH:10]=[C:9]([F:11])[C:8]([NH2:12])=[CH:7][C:6]=1[N+:13]([O-:15])=[O:14].O>COCCOC>[NH2:4][C:5]1[CH:10]=[C:9]([F:11])[C:8]([NH:12][CH2:2][CH2:1][OH:3])=[CH:7][C:6]=1[N+:13]([O-:15])=[O:14]. Procedure: Ethylene oxide is passed in portions into a mixture of 34 g (0.2 mol) of 1,4-diamino-5-fluoro-2-nitrobenzene, 200 ml of water and 17 g of monoethylene glycol dimethyl ether at 60° C. in the course of 90 minutes and the reaction is monitored by thin layer chromatography. When the monohydroxyethylation is complete, the mixture is cooled slowly to room temperature and the solid precipitate is filtered off and washed twice with 25 ml of a water/ethanol mixture (1/1) each time. The reactants are O (water), ClCC1=C(C=CC=C1)C(C(=O)NC)OC (2-chloromethyl-α-methoxy-N-methyl-phenylacetamide), CC1=C(C=C(C=C1C)C)O (2,3,5-trimethylphenol), CN(C=O)C (N,N-dimethylformamide), [H-].[Na+] (sodium hydride). Run at temperature 0 celsius, time 70 minute. Product: COC(C(=O)NC)(C1=CC=CC=C1)COC1=C(C(=CC(=C1)C)C)C (α-methoxy-N-methyl-(2,3,5-trimethylphenoxymethyl)phenylacetamide). The yield is 50.0%. As a reaction SMILES: ClC[C:3]1[CH:8]=[CH:7][CH:6]=[CH:5][C:4]=1[CH:9]([O:14][CH3:15])[C:10]([NH:12][CH3:13])=[O:11].[CH3:16][C:17]1[C:22]([CH3:23])=[CH:21][C:20]([CH3:24])=[CH:19][C:18]=1[OH:25].[H-].[Na+].O.[CH3:29]N(C)C=O>>[CH3:15][O:14][C:9]([CH2:29][O:25][C:18]1[CH:19]=[C:20]([CH3:24])[CH:21]=[C:22]([CH3:23])[C:17]=1[CH3:16])([C:4]1[CH:3]=[CH:8][CH:7]=[CH:6][CH:5]=1)[C:10]([NH:12][CH3:13])=[O:11] |f:2.3|. Procedure: A solution of 2-chloromethyl-α-methoxy-N-methyl-phenylacetamide (0.25 g, 1.1 mmol) and 2,3,5-trimethylphenol (0.18 g, 1.3 mmol) in N,N-dimethylformamide (3 ml) was stirred at 0° C., and 60% oily sodium hydride (0.08 g, 2.0 mmol) was added thereto. The mixture was stirred at 0° C. for 70 minutes and then at room temperature for 1 hour, and ice and water were added in this order. The mixture was extracted with ethyl acetate, washed with saturated brine and dried over anhydrous sodium sulfate. The ... The reactants are C(=O)C=1CS[C@H]2N(C1C(=O)OC(C1=CC=CC=C1)C1=CC=CC=C1)C(C2NC(CC=2SC=CC2)=O)=O (diphenylmethyl 3-formyl-7-(2-thienylacetamido)-3-cephem-4-carboxylate), S1(=O)(=O)CC(CC1)NN ((sulfolane-3-yl) hydrazine), Cl (hydrochloric acid). Solvent: O1CCCC1 (tetrahydrofuran), O (water). Run at time 5 hour. Yields the product S1(=O)(=O)CC(CC1)NN=CC=1CS[C@H]2N(C1C(=O)OC(C1=CC=CC=C1)C1=CC=CC=C1)C(C2NC(CC=2SC=CC2)=O)=O (diphenylmethyl 3-(sulfolan-3-ylhydrazono)methyl-7-(2-thienylacetamido)-3-cephem-4-carboxylate). The yield is 73.0%. RXN SMILES: [CH:1]([C:3]1[CH2:4][S:5][C@@H:6]2[CH:26]([NH:27][C:28](=[O:35])[CH2:29][C:30]3[S:31][CH:32]=[CH:33][CH:34]=3)[C:25](=[O:36])[N:7]2[C:8]=1[C:9]([O:11][CH:12]([C:19]1[CH:24]=[CH:23][CH:22]=[CH:21][CH:20]=1)[C:13]1[CH:18]=[CH:17][CH:16]=[CH:15][CH:14]=1)=[O:10])=O.[S:37]1([CH2:43][CH2:42][CH:41]([NH:44][NH2:45])[CH2:40]1)(=[O:39])=[O:38].Cl>O1CCCC1.O>[S:37]1([CH2:43][CH2:42][CH:41]([NH:44][N:45]=[CH:1][C:3]2[CH2:4][S:5][C@@H:6]3[CH:26]([NH:27][C:28](=[O:35])[CH2:29][C:30]4[S:31][CH:32]=[CH:33][CH:34]=4)[C:25](=[O:36])[N:7]3[C:8]=2[C:9]([O:11][CH:12]([C:13]2[CH:18]=[CH:17][CH:16]=[CH:15][CH:14]=2)[C:19]2[CH:20]=[CH:21][CH:22]=[CH:23][CH:24]=2)=[O:10])[CH2:40]1)(=[O:39])=[O:38]. Procedure: To a solution of diphenylmethyl 3-formyl-7-(2-thienylacetamido)-3-cephem-4-carboxylate (155 mg) in tetrahydrofuran (15 ml) is added a solution of (sulfolane-3-yl) hydrazine (70 mg) and 1.5 equivalents of hydrochloric acid in water (3 ml), and the mixture is kept at room temperature 5 hours. The crystals obtained by concentration of the reaction mixture are collected by filtration, washed with ether and water, and dried to give diphenylmethyl 3-(sulfolan-3-ylhydrazono)methyl-7-(2-thienylacetamido...